Dataset: the Open Reaction Database (ORD), a public repository of structured organic reaction records. Task: describe an organic reaction: reactants, conditions, products, and yield The reactants are COC(=O)c1ccc(C(=O)[O-])cc1, CNC, [Cl-], [Na+], C1COCCO1, [OH-]. Yields the product CN(C)C(=O)c1ccc(C(=O)O)cc1. RXN SMILES: [C:2]([c:3]1[cH:4][cH:5][c:6]([C:7](=[O:8])[O-:9])[cH:10][cH:11]1)([O:13][CH3:12])=[O:14].[CH3:17][NH:18][CH3:19].[Cl-:1].[Na+:16].[O:20]1[CH2:21][CH2:22][O:23][CH2:24][CH2:25]1.[OH-:15]>>[C:2]([c:3]1[cH:4][cH:5][c:6]([C:7](=[O:8])[OH:9])[cH:10][cH:11]1)(=[O:13])[N:18]([CH3:17])[CH3:19]. Starting materials: CCOc1cc(NC(=O)OC(C)(C)C)c(NC(=O)CC(=O)c2cccc(-c3cnc(CC)cc3C)c2)cc1C(F)(F)F, ClCCl, O=C(O)C(F)(F)F. Yields the product CCOc1cc2c(cc1C(F)(F)F)NC(=O)CC(c1cccc(-c3cnc(CC)cc3C)c1)=N2. As a reaction SMILES: [C:1]([O:2][C:3](=[O:4])[NH:7][c:8]1[c:9]([NH:21][C:22]([CH2:23][C:24](=[O:5])[c:26]2[cH:27][c:28](-[c:32]3[cH:33][n:34][c:35]([CH2:39][CH3:40])[cH:36][c:37]3[CH3:38])[cH:29][cH:30][cH:31]2)=[O:41])[cH:10][c:11]([C:17]([F:18])([F:19])[F:20])[c:12]([O:14][CH2:15][CH3:16])[cH:13]1)([CH3:6])([CH3:25])[CH3:42].[Cl:50][CH2:51][Cl:52].[F:43][C:44]([F:45])([F:46])[C:47]([OH:48])=[O:49]>>[N:7]1=[C:24]([c:26]2[cH:27][c:28](-[c:32]3[cH:33][n:34][c:35]([CH2:39][CH3:40])[cH:36][c:37]3[CH3:38])[cH:29][cH:30][cH:31]2)[CH2:23][C:22](=[O:41])[NH:21][c:9]2[c:8]1[cH:13][c:12]([O:14][CH2:15][CH3:16])[c:11]([C:17]([F:18])([F:19])[F:20])[cH:10]2.